This data is from the Open Reaction Database (ORD), a public repository of structured organic reaction records. The task is: describe an organic reaction: reactants, conditions, products, and yield Yields the product C(CCCC)NC1=NC=CC=C1 (2-(n-pentylamino)pyridine). As a reaction SMILES: NC1C=CC=CN=1.C(=O)CCCC.[CH3:14][C:15]1C(N)=C[C:29]2[C:17](=N[C:19]3[CH:24]=[CH:23][C:22]([N:25](C)C)=C[C:20]=3[N:28]=2)[CH:16]=1.Cl.C([BH3-])#N.[Na+]>CO.O.C(O)(=O)C>[CH2:29]([NH:28][C:20]1[CH:19]=[CH:24][CH:23]=[CH:22][N:25]=1)[CH2:17][CH2:16][CH2:15][CH3:14] |f:2.3,4.5|. Run at time 15 minute. Procedure: Acetic acid was added dropwise to 100 ml of a methanol solution containing 2-aminopyridine (3.0 g, 31.9 mmol), valeraldehyde (4.4 ml, 41.7 mmol) and a crystal of Neutral Red until the solution becomes red. After 15 min, a solution of 4.9 g sodium cyanoborohydride in 20 ml MeOH was added and the mixture was stirred at room temperature overnight. Another portion of sodium cyanoborohydride (0.5 g) was added and the mixture was stirred for a further 2 h. Water was added to the reaction mixture which... Isolated yield 95.0%. Run in CO (methanol), C(C)(=O)O (Acetic acid), CO (MeOH), O (Water). The reactants are C(#N)[BH3-].[Na+] (sodium cyanoborohydride), C(#N)[BH3-].[Na+] (sodium cyanoborohydride), NC1=NC=CC=C1 (2-aminopyridine), C(CCCC)=O (valeraldehyde), CC1=CC2=NC3=C(C=C(C=C3)N(C)C)N=C2C=C1N.Cl (Neutral Red). Starting materials: Cl (hydrochloric acid), BrC1=C(C=CC=C1)C(C)C (1-bromo-2-isopropylbenzene), [Mg] (magnesium), ClC=1C=C2C(C(NC2=CC1)=O)=O (5-chloro-1H-indol-2,3-dione). Solvent: C(C)(=O)OCC (ethyl acetate), O1CCCC1 (tetrahydrofuran), O1CCCC1 (tetrahydrofuran), O1CCCC1 (tetrahydrofuran). Conditions: time 2 hour. Yields the product ClC=1C=C2C(C(NC2=CC1)=O)(C1=C(C=CC=C1)C(C)C)O (5-chloro-3-hydroxy-3-(2-isopropylphenyl)-1,3-dihydro-2H-indol-2-one). Yield: 98.3%. RXN SMILES: Br[C:2]1[CH:7]=[CH:6][CH:5]=[CH:4][C:3]=1[CH:8]([CH3:10])[CH3:9].[Mg].[Cl:12][C:13]1[CH:14]=[C:15]2[C:19](=[CH:20][CH:21]=1)[NH:18][C:17](=[O:22])[C:16]2=[O:23].Cl>O1CCCC1.C(OCC)(=O)C>[Cl:12][C:13]1[CH:14]=[C:15]2[C:19](=[CH:20][CH:21]=1)[NH:18][C:17](=[O:22])[C:16]2([OH:23])[C:2]1[CH:7]=[CH:6][CH:5]=[CH:4][C:3]=1[CH:8]([CH3:10])[CH3:9]. Procedure: Several drops of a 12 mL tetrahydrofuran solution of 8.2 g of 1-bromo-2-isopropylbenzene were added to a 5 mL tetrahydrofuran solution of 1.2 g of magnesium under a nitrogen atmosphere to initiate the reaction, after which the rest was gradually added drop-wise at a rate at which heating reflux was maintained. Upon completion of the dropping, the reaction mixture was refluxed for 0.5 hour in an oil bath, and then cooled to room temperature. A reagent prepared as above was gradually added drop-wi... Solvent: C(C)N(CC)CC (triethylamine). Procedure: 4N Hydrochloric acid (1,4-dioxane solution, 50 ml) was added to (S)-1-(tert-butoxycarbonyl)-2-[1-hydroxy-2-(p-methoxyphenoxy)ethyl]pyrrolidine (8.03 g), and the mixture was stirred at room temperature for 30 minutes. The reaction mixture was concentrated and the residue was reacted, in the same manner as in Example 3-a), with N-(benzylaminocarbonyl)-L-proline obtained by stirring L-proline (2.63 g), benzyl isocyanate (2.58 g) and triethylamine (2.31 g) in DMF (25 ml) at room temperature for 1 ho... Reaction SMILES: Cl.C(O[C:7]([N:9]1[CH2:13][CH2:12][CH2:11][C@H:10]1[CH:14](O)[CH2:15][O:16][C:17]1[CH:22]=[CH:21][C:20]([O:23][CH3:24])=[CH:19][CH:18]=1)=[O:8])(C)(C)C.[NH:26]1[CH2:33][CH2:32][CH2:31][C@H:27]1C(O)=O.[CH2:34]([N:41]=[C:42]=[O:43])[C:35]1[CH:40]=[CH:39][CH:38]=[CH:37][CH:36]=1.CN(C=[O:48])C>C(N(CC)CC)C>[OH:48][CH:15]([O:16][C:17]1[CH:18]=[CH:19][C:20]([O:23][CH3:24])=[CH:21][CH:22]=1)[CH2:14][C@@H:10]1[CH2:11][CH2:12][CH2:13][N:9]1[C:7]([C@@H:33]1[CH2:32][CH2:31][CH2:27][N:26]1[C:42]([NH:41][CH2:34][C:35]1[CH:40]=[CH:39][CH:38]=[CH:37][CH:36]=1)=[O:43])=[O:8]. The reactants are N1[C@H](C(=O)O)CCC1 (L-proline), C(C1=CC=CC=C1)N=C=O (benzyl isocyanate), CN(C)C=O (DMF), Cl (Hydrochloric acid), C(C)(C)(C)OC(=O)N1[C@@H](CCC1)C(COC1=CC=C(C=C1)OC)O ((S)-1-(tert-butoxycarbonyl)-2-[1-hydroxy-2-(p-methoxyphenoxy)ethyl]pyrrolidine). Product: OC(C[C@H]1N(CCC1)C(=O)[C@H]1N(CCC1)C(=O)NCC1=CC=CC=C1)OC1=CC=C(C=C1)OC ((S)-2-[[(S)-2-(Hydroxy-2-(p-methoxyphenoxy)ethyl]-1-pyrrolidinyl]carbonyl]-N-(phenylmethyl)-1-pyrrolidinecarboxamide). Run at time 30 minute. Reactants: Brc1ccsc1, O=C1CCN(CC23CC(c4ccccc42)c2ccccc23)CC1. The product is OC1(c2ccsc2)CCN(CC23CC(c4ccccc42)c2ccccc23)CC1. Reaction SMILES: [Br:24][c:25]1[cH:26][s:27][cH:28][cH:29]1.[cH:1]1[cH:2][cH:3][cH:4][c:5]2[c:14]1[C:13]1([CH2:16][N:17]3[CH2:18][CH2:19][C:20](=[O:23])[CH2:21][CH2:22]3)[c:12]3[c:7]([cH:8][cH:9][cH:10][cH:11]3)[CH:6]2[CH2:15]1>>[cH:1]1[cH:2][cH:3][cH:4][c:5]2[c:14]1[C:13]1([CH2:16][N:17]3[CH2:18][CH2:19][C:20]([OH:23])([c:25]4[cH:26][s:27][cH:28][cH:29]4)[CH2:21][CH2:22]3)[c:12]3[c:7]([cH:8][cH:9][cH:10][cH:11]3)[CH:6]2[CH2:15]1. Reactants: CCCc1c(CSCc2ccc(-c3nnn[nH]3)cc2)ccc(C(C)=O)c1O, ClCCl, CC(=O)O, OO. Yields the product CCCc1c(CS(=O)Cc2ccc(-c3nnn[nH]3)cc2)ccc(C(C)=O)c1O. RXN SMILES: [C:1]([CH3:2])(=[O:3])[c:4]1[c:5]([OH:27])[c:6]([CH2:24][CH2:25][CH3:26])[c:7]([CH2:8][S:9][CH2:10][c:11]2[cH:12][cH:13][c:14](-[c:17]3[n:18][n:19][n:20][nH:21]3)[cH:15][cH:16]2)[cH:22][cH:23]1.[CH2:34]([Cl:35])[Cl:36].[CH3:30][C:31]([OH:32])=[O:33].[OH:28][OH:29]>>[C:1]([CH3:2])(=[O:3])[c:4]1[c:5]([OH:27])[c:6]([CH2:24][CH2:25][CH3:26])[c:7]([CH2:8][S:9]([CH2:10][c:11]2[cH:12][cH:13][c:14](-[c:17]3[nH:18][n:19][n:20][n:21]3)[cH:15][cH:16]2)=[O:32])[cH:22][cH:23]1.